This data is from the Open Reaction Database (ORD), a public repository of structured organic reaction records. The task is: describe an organic reaction: reactants, conditions, products, and yield Starting materials: CC(=O)OC(C)=O, O, CC(C)(c1ccccc1)N1CCC(O)C(c2ccccc2)C1=O, c1ccncc1. The product is CC(=O)OC1CCN(C(C)(C)c2ccccc2)C(=O)C1c1ccccc1. As a reaction SMILES: [CH3:24][C:25](=[O:26])[O:27][C:28](=[O:29])[CH3:30].[OH2:31].[OH:1][CH:2]1[CH:3]([c:18]2[cH:19][cH:20][cH:21][cH:22][cH:23]2)[C:4](=[O:17])[N:5]([C:8]([c:9]2[cH:10][cH:11][cH:12][cH:13][cH:14]2)([CH3:15])[CH3:16])[CH2:6][CH2:7]1.[cH:32]1[cH:33][cH:34][n:35][cH:36][cH:37]1>>[O:1]([CH:2]1[CH:3]([c:18]2[cH:19][cH:20][cH:21][cH:22][cH:23]2)[C:4](=[O:17])[N:5]([C:8]([c:9]2[cH:10][cH:11][cH:12][cH:13][cH:14]2)([CH3:15])[CH3:16])[CH2:6][CH2:7]1)[C:25]([CH3:24])=[O:26]. Reactants: BrC=1C=C2C(C(=O)OC2=O)=CC1 (4-bromophthalic anhydride), C(C(C)C)N (isobutylamine), C1(=CC=C(C=C1)S(=O)(=O)O)C (para-toluenesulfonic acid). Solvent: C1(=CC=CC=C1)C (toluene). Conditions: temperature 140 celsius. Yields the product BrC=1C=C2C(C(=O)N(C2=O)CC(C)C)=CC1 (4-bromo-N-isobutylphthalimide). Reaction SMILES: [Br:1][C:2]1[CH:3]=[C:4]2[C:9](=[O:10])[O:8][C:6](=O)[C:5]2=[CH:11][CH:12]=1.[CH2:13]([NH2:17])[CH:14]([CH3:16])[CH3:15].C1(C)C=CC(S(O)(=O)=O)=CC=1>C1(C)C=CC=CC=1>[Br:1][C:2]1[CH:3]=[C:4]2[C:9](=[O:10])[N:17]([CH2:13][CH:14]([CH3:16])[CH3:15])[C:6](=[O:8])[C:5]2=[CH:11][CH:12]=1. Procedure: 4-Bromo-N-isobutylphthalimide is prepared as described in Example 2, starting with 20 g of 4-bromophthalic anhydride, 9.2 cm3 of isobutylamine and a catalytic amount of para-toluenesulfonic acid in 200 cm3 of toluene. The reaction mixture is heated at a temperature in the region of 140° C. for 6 hours and is then cooled to a temperature in the region of 20° C. The reaction mixture is concentrated to dryness under reduced pressure (2 kPa) at a temperature in the region of 40° C., and the residue ...